This data is from the Open Reaction Database (ORD), a public repository of structured organic reaction records. The task is: describe an organic reaction: reactants, conditions, products, and yield Reactants: CC(C)(OC(=O)N[C@@H](CC1=CN=CN1COCC1=CC=CC=C1)C(=O)N[C@H]([C@H](C=1N(C=CN1)COCC1=CC=CC=C1)O)CC1CCCCC1)C ([(1,1-dimethylethoxy)carbonyl]-N-[(1S,2R)-1-(cyclohexylmethyl)-2-hydroxy-2-[1-[(phenylmethoxy)methyl]-1H-imidazol-2-yl]ethyl]-N3 -[(phenylmethoxy)methyl]-L-histidinamide), Example 11 ( d ), [H][H] (hydrogen). Reagents/catalysts: [OH-].[OH-].[Pd+2] (palladium hydroxide on carbon). The solvent is CO (methanol), Cl (hydrochloric acid), Cl (hydrochloric acid). Conditions: time 2 hour. Yields the product C1(CCCCC1)C[C@@H]([C@H](C=1NC=CN1)O)NC([C@@H](N)CC1=CNC=N1)=O (N-[(1S,2R)-1-(cyclohexylmethyl)-2-hydroxy-2-(1H-imidazol-2-yl)ethyl]-L-histidinamide). Reaction SMILES: CC(C)(OC([NH:7][C@H:8]([C:24]([NH:26][C@@H:27]([CH2:44][CH:45]1[CH2:50][CH2:49][CH2:48][CH2:47][CH2:46]1)[C@@H:28]([OH:43])[C:29]1[N:30](COCC2C=CC=CC=2)[CH:31]=[CH:32][N:33]=1)=[O:25])[CH2:9][C:10]1[N:14](COCC2C=CC=CC=2)[CH:13]=[N:12][CH:11]=1)=O)C.[H][H]>[OH-].[OH-].[Pd+2].CO.Cl>[CH:45]1([CH2:44][C@H:27]([NH:26][C:24](=[O:25])[C@H:8]([CH2:9][C:10]2[N:14]=[CH:13][NH:12][CH:11]=2)[NH2:7])[C@@H:28]([OH:43])[C:29]2[NH:33][CH:32]=[CH:31][N:30]=2)[CH2:50][CH2:49][CH2:48][CH2:47][CH2:46]1 |f:2.3.4|. Reported procedure: A mixture of [(1,1-dimethylethoxy)carbonyl]-N-[(1S,2R)-1-(cyclohexylmethyl)-2-hydroxy-2-[1-[(phenylmethoxy)methyl]-1H-imidazol-2-yl]ethyl]-N3 -[(phenylmethoxy)methyl]-L-histidinamide (1.46 g., 2.0 mmole) [prepared as set forth in Example 11 (d)], 20% palladium hydroxide on carbon catalyst (350 mg.), and 1.0 N hydrochloric acid (4 ml., 4 mmole) in methanol (15 ml.) is hydrogenated under a slow stream of hydrogen for 20 hours at 25°, after which it is filtered and concentrated to dryness. The resi... Reported procedure: To a suspension of lithium aluminum hydride (106 mg, 2.79 mmol) in tetrahydrofuran (3.5 mL) was added a solution of methyl 9-bromo-1-(4-methoxy-2-methylphenyl)-1,2,3,4-tetrahydropyrimido[1,2-a]benzimidazole-6-carboxylate (301 mg, 0.700 mmol) in tetrahydrofuran (3.5 mL) at 0° C., and the resultant mixture was stirred at 0° C. for 10 min. After sodium sulfate decahydrate (1 g) was added at 0° C., the resultant mixture was filtered and concentrated in vacuo. To a solution of the residue in acetonit... Solvent: C([O-])(O)=O.[Na+] (sodium bicarbonate), S(=S)(=O)([O-])[O-].[Na+].[Na+] (sodium thiosulfate), C(C)#N (acetonitrile), CS(=O)C (dimethylsulfoxide), O1CCCC1 (tetrahydrofuran), O1CCCC1 (tetrahydrofuran). Yield: 88.9%. Reactants: resultant mixture, CC(=O)OI1(C=2C=CC=CC2C(=O)O1)(OC(=O)C)OC(=O)C (Dess-Martin reagent), O.O.O.O.O.O.O.O.O.O.S(=O)(=O)([O-])[O-].[Na+].[Na+] (sodium sulfate decahydrate), [H-].[Al+3].[Li+].[H-].[H-].[H-] (lithium aluminum hydride), resultant mixture, BrC=1C=CC(=C2N3C(=NC21)N(CCC3)C3=C(C=C(C=C3)OC)C)C(=O)OC (methyl 9-bromo-1-(4-methoxy-2-methylphenyl)-1,2,3,4-tetrahydropyrimido[1,2-a]benzimidazole-6-carboxylate). The product is BrC=1C=CC(=C2N3C(=NC21)N(CCC3)C3=C(C=C(C=C3)OC)C)C=O (9-Bromo-1-(4-methoxy-2-methylphenyl)-1,2,3,4-tetrahydropyrimido[1,2-a]benzimidazole-6-carbaldehyde). Reaction SMILES: [H-].[Al+3].[Li+].[H-].[H-].[H-].[Br:7][C:8]1[CH:9]=[CH:10][C:11]([C:30](OC)=[O:31])=[C:12]2[C:16]=1[N:15]=[C:14]1[N:17]([C:21]3[CH:26]=[CH:25][C:24]([O:27][CH3:28])=[CH:23][C:22]=3[CH3:29])[CH2:18][CH2:19][CH2:20][N:13]21.O.O.O.O.O.O.O.O.O.O.S([O-])([O-])(=O)=O.[Na+].[Na+].CC(OI1(OC(C)=O)(OC(C)=O)OC(=O)C2C=CC=CC1=2)=O>O1CCCC1.C(#N)C.C(=O)(O)[O-].[Na+].S([O-])([O-])(=O)=S.[Na+].[Na+].CS(C)=O>[Br:7][C:8]1[CH:9]=[CH:10][C:11]([CH:30]=[O:31])=[C:12]2[C:16]=1[N:15]=[C:14]1[N:17]([C:21]3[CH:26]=[CH:25][C:24]([O:27][CH3:28])=[CH:23][C:22]=3[CH3:29])[CH2:18][CH2:19][CH2:20][N:13]21 |f:0.1.2.3.4.5,7.8.9.10.11.12.13.14.15.16.17.18.19,23.24,25.26.27|. Reactants: NC1=NC=C(C(=C1)C)[N+](=O)[O-] (2-amino-4-methyl-5-nitropyridine), Cl (hydrochloric acid). The reagents and catalysts are [Cu](Cl)Cl (Copper(II)chloride). Solvent: CN(C=O)C (N,N-dimethylformamide), CN(C=O)C (N,N-dimethylformamide). Reaction conditions: temperature 60 celsius. Yields the product ClC1=NC=C(C(=C1)C)[N+](=O)[O-] (2-Chloro-4-methyl-5-nitropyridine), solid. Yield: 20.0%. RXN SMILES: N[C:2]1[CH:7]=[C:6]([CH3:8])[C:5]([N+:9]([O-:11])=[O:10])=[CH:4][N:3]=1.[ClH:12]>CN(C)C=O.[Cu](Cl)Cl>[Cl:12][C:2]1[CH:7]=[C:6]([CH3:8])[C:5]([N+:9]([O-:11])=[O:10])=[CH:4][N:3]=1. Reported procedure: Copper(II)chloride (10.01 g, 74.5 mmol) was dissolved in N,N-dimethylformamide (75 mL) and the solution was warmed to 60° C. A solution of 2-amino-4-methyl-5-nitropyridine (9.50 g, 62.0 mmol) in N,N-dimethylformamide (145 mL) was added with addition funnel over 0.5 h. The reaction mixture was heated at 110° C. for 16 h. The reaction mixture was cooled to room temperature and poured into 3 N aqueous hydrochloric acid (300 mL), followed by extraction with diethyl ether. The organic extract was dri... Reactants: BrCC#Cc1ccccc1, C1CCOC1, C1CNCCN1. Product: C(#Cc1ccccc1)CN1CCNCC1. Reaction SMILES: [Br:7][CH2:8][C:9]#[C:10][c:11]1[cH:12][cH:13][cH:14][cH:15][cH:16]1.[CH2:17]1[O:18][CH2:19][CH2:20][CH2:21]1.[CH2:1]1[CH2:2][NH:3][CH2:4][CH2:5][NH:6]1>>[CH2:1]1[CH2:2][N:3]([CH2:8][C:9]#[C:10][c:11]2[cH:12][cH:13][cH:14][cH:15][cH:16]2)[CH2:4][CH2:5][NH:6]1.